From a dataset of the Open Reaction Database (ORD), a public repository of structured organic reaction records. describe an organic reaction: reactants, conditions, products, and yield The reactants are C(C)OC(CN1N=C2N=C(C(=C(C2=C1)C1=CC=C(C=C1)F)C1=CC=NC=C1)C1=CC=C(C=C1)F)OCC (2-(2,2-diethoxyethyl)-4,6-bis(4-fluorophenyl)-5-(4-pyridyl)pyrazolo[3,4-b]pyridine), Cl (HCl). Run at temperature 100 celsius. Product: FC1=CC=C(C=C1)C=1C=2C(N=C(C1C1=CC=NC=C1)C1=CC=C(C=C1)F)=NN(C2)CC=O (2-[4,6-Bis(4-fluorophenyl)-5-(4-pyridyl)pyrazolo[3,4-b]pyridin-2-yl]acetaldehyde). The yield is 64.9%. Reaction SMILES: C([O:3][CH:4](OCC)[CH2:5][N:6]1[CH:14]=[C:13]2[C:8]([N:9]=[C:10]([C:28]3[CH:33]=[CH:32][C:31]([F:34])=[CH:30][CH:29]=3)[C:11]([C:22]3[CH:27]=[CH:26][N:25]=[CH:24][CH:23]=3)=[C:12]2[C:15]2[CH:20]=[CH:19][C:18]([F:21])=[CH:17][CH:16]=2)=[N:7]1)C.Cl>>[F:21][C:18]1[CH:19]=[CH:20][C:15]([C:12]2[C:13]3[C:8](=[N:7][N:6]([CH2:5][CH:4]=[O:3])[CH:14]=3)[N:9]=[C:10]([C:28]3[CH:33]=[CH:32][C:31]([F:34])=[CH:30][CH:29]=3)[C:11]=2[C:22]2[CH:27]=[CH:26][N:25]=[CH:24][CH:23]=2)=[CH:16][CH:17]=1. Reported procedure: In a volumetric flask, 2-(2,2-diethoxyethyl)-4,6-bis(4-fluorophenyl)-5-(4-pyridyl)pyrazolo[3,4-b]pyridine (0.31 g, 0.6 mmol, obtained in example 73) and 1 N HCl (2.6 mL) were introduced. The mixture was heated to 100° C. for 1 hour. It was allowed to cool, adjusted to pH=7 and extracted with EtOAc. The organic phase was dried over Na2SO4 and concentrated to dryness. The crude product obtained was purified by chromatography on silica gel using hexane-EtOAc mixtures of increasing polarity eluent, ... Reactants: N1(C=NC=C1)C(C(=O)OCC1=CC=CC=C1)CCCC (benzyl (1H-imidazol-1-yl)hexanoate). The reagents and catalysts are [Pd] (palladium on carbon). The solvent is C(C)(C)O (isopropanol). The product is N1(C=NC=C1)C(C(=O)O)CCCC ((1H-imidazol-1-yl)hexanoic acid). Isolated yield 82.5%. RXN SMILES: [N:1]1([CH:6]([CH2:17][CH2:18][CH2:19][CH3:20])[C:7]([O:9]CC2C=CC=CC=2)=[O:8])[CH:5]=[CH:4][N:3]=[CH:2]1>C(O)(C)C.[Pd]>[N:1]1([CH:6]([CH2:17][CH2:18][CH2:19][CH3:20])[C:7]([OH:9])=[O:8])[CH:5]=[CH:4][N:3]=[CH:2]1. Procedure details: A solution of 45.1 g of benzyl (1H-imidazol-1-yl)hexanoate in 200 ml of isopropanol was hydrogenated over 10% palladium on carbon. Filtration and evaporation of the solvent gave 24.9 g (80%) of (1H-imidazol-1-yl)hexanoic acid, mp 135°-137° C.